Dataset: the Open Reaction Database (ORD), a public repository of structured organic reaction records. Task: describe an organic reaction: reactants, conditions, products, and yield Reactants: ClC1=CC(=CC=C1)C(=O)OO (m-chloroperbenzoic acid), CSC=1C=C(C=CC1)NC(NCC(=O)N(C1=CC=CC=C1)CC(N1CCCC2=CC=CC=C12)=O)=O (2-[3-(3-methylthiophenyl)ureido]-N-[2-oxo-2-(1,2,3,4-tetrahydro-1-quinolyl)ethyl]-N-phenylacetamide). Solvent: C(Cl)Cl (methylene chloride), C(Cl)Cl (methylene chloride), C(Cl)Cl (methylene chloride). Conditions: time 2 hour. Yields the product CS(=O)C=1C=C(C=CC1)NC(NCC(=O)N(C1=CC=CC=C1)CC(N1CCCC2=CC=CC=C12)=O)=O ((RS)-2-[3-(3-methylsulphinylphenyl)ureido]-N-[2-oxo-2-(1,2,3,4-tetrahydro-1-quinolyl)ethyl]-N-phenylacetamide). Yield: 44.0%. RXN SMILES: ClC1C=CC=C(C(OO)=[O:9])C=1.[CH3:12][S:13][C:14]1[CH:15]=[C:16]([NH:20][C:21](=[O:46])[NH:22][CH2:23][C:24]([N:26]([CH2:33][C:34](=[O:45])[N:35]2[C:44]3[C:39](=[CH:40][CH:41]=[CH:42][CH:43]=3)[CH2:38][CH2:37][CH2:36]2)[C:27]2[CH:32]=[CH:31][CH:30]=[CH:29][CH:28]=2)=[O:25])[CH:17]=[CH:18][CH:19]=1>C(Cl)Cl>[CH3:12][S:13]([C:14]1[CH:15]=[C:16]([NH:20][C:21](=[O:46])[NH:22][CH2:23][C:24]([N:26]([CH2:33][C:34](=[O:45])[N:35]2[C:44]3[C:39](=[CH:40][CH:41]=[CH:42][CH:43]=3)[CH2:38][CH2:37][CH2:36]2)[C:27]2[CH:32]=[CH:31][CH:30]=[CH:29][CH:28]=2)=[O:25])[CH:17]=[CH:18][CH:19]=1)=[O:9]. Procedure: 1.5 g of m-chloroperbenzoic acid in solution in 10 cm3 of methylene chloride is run, in the course of 10 minutes, into a solution of 1.1 g of 2-[3-(3-methylthiophenyl)ureido]-N-[2-oxo-2-(1,2,3,4-tetrahydro-1-quinolyl)ethyl]-N-phenylacetamide in 10 cm3 of methylene chloride kept at a temperature close to 0° C. The mixture is stirred for 2 hours at a temperature close to 25° C and then diluted with 25 cm3 of methylene chloride. The solution is washed with 20 cm3 of a saturated aqueous sodium thios... Starting materials: CCC(=S)Cl (methylthioacetyl chloride), NC1[C@@H]2N(C(=C(CS2)C(CCNS(=O)(=O)C)SC2=NN=NN2)C(=O)O)C1=O (7-amino-3-[1-(2-methanesulfonamidoethyl)tetrazol-5-ylthiomethyl]-3-cephem-4-carboxylic acid), [OH-].[Na+] (sodium hydroxide). Run in CC(=O)C (acetone), C([O-])(O)=O.[Na+] (sodium bicarbonate), CC(=O)C (acetone). Conditions: time 20 minute. The product is CCC(=S)N[C@H]1[C@@H]2N(C(=C(CS2)C(CCNS(=O)(=O)C)SC2=NN=NN2)C(=O)O)C1=O (7β-Methylthioacetamido-3-[1-(2-methanesulfonamidoethyl)-tetrazol-5-ylthiomethyl]-3-cephem-4-carboxylic acid). As a reaction SMILES: [NH2:1][CH:2]1[C:26](=[O:27])[N:4]2[C:5]([C:23]([OH:25])=[O:24])=[C:6]([CH:9]([S:17][C:18]3[NH:22][N:21]=[N:20][N:19]=3)[CH2:10][CH2:11][NH:12][S:13]([CH3:16])(=[O:15])=[O:14])[CH2:7][S:8][C@H:3]12.[CH3:28][CH2:29][C:30](Cl)=[S:31].[OH-].[Na+]>C(=O)(O)[O-].[Na+].CC(C)=O>[CH3:28][CH2:29][C:30]([NH:1][C@@H:2]1[C:26](=[O:27])[N:4]2[C:5]([C:23]([OH:25])=[O:24])=[C:6]([CH:9]([S:17][C:18]3[NH:19][N:20]=[N:21][N:22]=3)[CH2:10][CH2:11][NH:12][S:13]([CH3:16])(=[O:15])=[O:14])[CH2:7][S:8][C@H:3]12)=[S:31] |f:2.3,4.5|. Procedure: To a stirred, cooled (-20°) solution of 11.32 g (0.026 mol) of 7-amino-3-[1-(2-methanesulfonamidoethyl)tetrazol-5-ylthiomethyl]-3-cephem-4-carboxylic acid in 220 ml of 3% sodium bicarbonate and 220 ml of acetone is added dropwise a solution of 3.66 g (0.029 mol) of methylthioacetyl chloride in 52 ml of acetone, during which time the pH of the reaction mixture is maintained at 8.0 by addition of 10% sodium hydroxide. After addition the reaction mixture is stirred an additional 20 minutes at -15°,... Starting materials: C1=C(C=CC2=CC=CC=C12)C=O (naphthalene-2-carbaldehyde), [N+](=O)([O-])C (nitro methane), [OH-].[Na+] (NaOH). Run in C(C)O (ethanol). Run at temperature 0 celsius, time 1 hour. Yields the product [N+](=O)([O-])C=CC1=CC2=CC=CC=C2C=C1 (2-(2-Nitro-vinyl)-naphthalene). Isolated yield 83.7%. As a reaction SMILES: [CH:1]1[C:10]2[C:5](=[CH:6][CH:7]=[CH:8][CH:9]=2)[CH:4]=[CH:3][C:2]=1[CH:11]=O.[N+:13]([CH3:16])([O-:15])=[O:14].[OH-].[Na+]>C(O)C>[N+:13]([CH:16]=[CH:11][C:2]1[CH:3]=[CH:4][C:5]2[C:10](=[CH:9][CH:8]=[CH:7][CH:6]=2)[CH:1]=1)([O-:15])=[O:14] |f:2.3|. Procedure details: Using an analogous reaction procedure and workup as described in Example 1, step 1, naphthalene-2-carbaldehyde (3 g, 19.20 mmol) in ethanol (35 mL) was reacted with nitro methane (1.17 g, 19.49 mmol) and 10N NaOH (0.807 g, 20.17 mmol). The resulting mixture was stirred at 0° C. for 1 hour to afford 3.2 g of the product (84.21% yield).